From a dataset of the Open Reaction Database (ORD), a public repository of structured organic reaction records. describe an organic reaction: reactants, conditions, products, and yield The reactants are CCCCCCCCCCCCCCc1ccc(S(=O)(=O)Cl)cc1, Cl, c1ccncc1, Nc1nncs1. Product: CCCCCCCCCCCCCCc1ccc(S(=O)(=O)Nc2nncs2)cc1. As a reaction SMILES: [CH2:1]([CH2:2][CH2:3][CH2:4][CH2:5][CH2:6][CH2:7][CH2:8][CH2:9][CH2:10][CH2:11][CH2:12][CH2:13][CH3:14])[c:15]1[cH:16][cH:17][c:18]([S:21](=[O:22])(=[O:23])[Cl:24])[cH:19][cH:20]1.[ClH:31].[cH:32]1[cH:33][cH:34][n:35][cH:36][cH:37]1.[s:25]1[c:26]([NH2:30])[n:27][n:28][cH:29]1>>[CH2:1]([CH2:2][CH2:3][CH2:4][CH2:5][CH2:6][CH2:7][CH2:8][CH2:9][CH2:10][CH2:11][CH2:12][CH2:13][CH3:14])[c:15]1[cH:16][cH:17][c:18]([S:21](=[O:22])(=[O:23])[NH:30][c:26]2[s:25][cH:29][n:28][n:27]2)[cH:19][cH:20]1. Starting materials: C=CCBr, CC(C)=O, [K+], [K+], O=C([O-])[O-], COc1ccc(O)c(C=O)c1. Product: C=CCOc1ccc(OC)cc1C=O. RXN SMILES: [CH2:12]([CH:13]=[CH2:14])[Br:15].[CH3:22][C:23](=[O:24])[CH3:25].[K+:16].[K+:17].[O-:18][C:19]([O-:20])=[O:21].[OH:1][c:2]1[c:3]([CH:4]=[O:5])[cH:6][c:7]([O:10][CH3:11])[cH:8][cH:9]1>>[O:1]([c:2]1[c:3]([CH:4]=[O:5])[cH:6][c:7]([O:10][CH3:11])[cH:8][cH:9]1)[CH2:14][CH:13]=[CH2:12]. Reactants: O=C(O)c1ccc(-c2cnc3c(c2)N(Cc2cc(Cl)ccc2C(F)(F)F)CCN3)cc1, NCc1csc(-c2ccccc2)n1. Yields the product O=C(NCc1csc(-c2ccccc2)n1)c1ccc(-c2cnc3c(c2)N(Cc2cc(Cl)ccc2C(F)(F)F)CCN3)cc1. RXN SMILES: [Cl:1][c:2]1[cH:3][cH:4][c:5]([C:28]([F:29])([F:30])[F:31])[c:6]([CH2:7][N:8]2[c:9]3[c:10]([n:14][cH:15][c:16](-[c:18]4[cH:19][cH:20][c:21]([C:22](=[O:23])[OH:24])[cH:25][cH:26]4)[cH:17]3)[NH:11][CH2:12][CH2:13]2)[cH:27]1.[c:32]1(-[c:38]2[s:39][cH:40][c:41]([CH2:43][NH2:44])[n:42]2)[cH:33][cH:34][cH:35][cH:36][cH:37]1>>[Cl:1][c:2]1[cH:3][cH:4][c:5]([C:28]([F:29])([F:30])[F:31])[c:6]([CH2:7][N:8]2[c:9]3[c:10]([n:14][cH:15][c:16](-[c:18]4[cH:19][cH:20][c:21]([C:22](=[O:23])[NH:44][CH2:43][c:41]5[cH:40][s:39][c:38](-[c:32]6[cH:33][cH:34][cH:35][cH:36][cH:37]6)[n:42]5)[cH:25][cH:26]4)[cH:17]3)[NH:11][CH2:12][CH2:13]2)[cH:27]1. Run in C(Cl)Cl (methylene chloride). Reported procedure: A suspension of (1-methanesulfonyl-piperidin-4-yl)-carbamic acid tert-butyl ester (1.14 g, 4.1 mmol, from above) in methylene chloride (15 mL) was treated at room temperature with trifluoroacetic acid (5.3 mL). After stirring for 2 hours, all solvent was removed and the residue was triturated with ether. This was filtered, washed with ether and dried in vacuum to give 1-methanesulfonyl-piperidin-4-ylamine; compound with trifluoro-acetic acid (1.20 g, 100% yield). HRMS, observed: 177.0692; Calcd ... The product is FC(C(=O)O)(F)F.CS(=O)(=O)N1CCC(CC1)N (1-methanesulfonyl-piperidin-4-ylamine; compound with trifluoro-acetic acid). Reaction SMILES: C(OC(=O)[NH:7][CH:8]1[CH2:13][CH2:12][N:11]([S:14]([CH3:17])(=[O:16])=[O:15])[CH2:10][CH2:9]1)(C)(C)C.[F:19][C:20]([F:25])([F:24])[C:21]([OH:23])=[O:22]>C(Cl)Cl>[F:19][C:20]([F:25])([F:24])[C:21]([OH:23])=[O:22].[CH3:17][S:14]([N:11]1[CH2:10][CH2:9][CH:8]([NH2:7])[CH2:13][CH2:12]1)(=[O:16])=[O:15] |f:3.4|. Reaction conditions: time 2 hour. Reactants: C(C)(C)(C)OC(NC1CCN(CC1)S(=O)(=O)C)=O ((1-methanesulfonyl-piperidin-4-yl)-carbamic acid tert-butyl ester), FC(C(=O)O)(F)F (trifluoroacetic acid). Yield: 100.0%. The reactants are Cl (hydrochloric acid), C(C1=CC=CC=C1)(=O)CC(C)=O (benzoylacetone), [O-]CC.[Mg+2].[O-]CC (magnesium ethoxide), [N+](=O)([O-])C1=C(C(=O)Cl)C=CC=C1 (2-nitrobenzoyl chloride). The solvent is C(C)OCC (ethyl ether). Product: C(C)(=O)C(C(=O)C1=C(C=CC=C1)[N+](=O)[O-])C(=O)C1=CC=CC=C1 (2-Acetyl-1-(2-nitrophenyl)-3-phenyl-1,3-propanedione). The yield is 73.2%. RXN SMILES: [C:1]([CH2:9][C:10](=[O:12])[CH3:11])(=[O:8])[C:2]1[CH:7]=[CH:6][CH:5]=[CH:4][CH:3]=1.[O-]CC.[Mg+2].[O-]CC.[N+:20]([C:23]1[CH:31]=[CH:30][CH:29]=[CH:28][C:24]=1[C:25](Cl)=[O:26])([O-:22])=[O:21].Cl>C(OCC)C>[C:10]([CH:9]([C:1]([C:2]1[CH:7]=[CH:6][CH:5]=[CH:4][CH:3]=1)=[O:8])[C:25]([C:24]1[CH:28]=[CH:29][CH:30]=[CH:31][C:23]=1[N+:20]([O-:22])=[O:21])=[O:26])(=[O:12])[CH3:11] |f:1.2.3|. Reported procedure: A mixture of benzoylacetone (8.1 g, 0.05 mole), magnesium ethoxide (5.7 g, 0.05 mole) and ethyl ether (100 ml) was heated at reflux for 1 hour. The reaction mixture was cooled to room temperature, and 2-nitrobenzoyl chloride (11.1 g, 0.06 mole) was added dropwise over a period of 15 minutes. The reaction mixture was then heated at reflux for 1 hour. After cooling to room temperature, the reaction mixture was poured into 50 ml of 2N hydrochloric acid, and the phases separated. The ether layer was... Reactants: ClC(Cl)Cl, CC1(C)CC(SCc2c(C(F)(F)F)nn(C(F)F)c2Cl)=NO1, O=C(OO)c1cccc(Cl)c1, O. Yields the product CC1(C)CC(S(=O)(=O)Cc2c(C(F)(F)F)nn(C(F)F)c2Cl)=NO1. As a reaction SMILES: [CH:35]([Cl:36])([Cl:37])[Cl:38].[Cl:12][c:13]1[c:14]([CH2:25][S:26][C:27]2=[N:28][O:29][C:30]([CH3:32])([CH3:33])[CH2:31]2)[c:15]([C:21]([F:22])([F:23])[F:24])[n:16][n:17]1[CH:18]([F:19])[F:20].[Cl:1][c:2]1[cH:3][cH:4][cH:5][c:6]([C:7]([O:8][OH:10])=[O:9])[cH:11]1.[OH2:34]>>[O:9]=[S:26]([CH2:25][c:14]1[c:13]([Cl:12])[n:17]([CH:18]([F:19])[F:20])[n:16][c:15]1[C:21]([F:22])([F:23])[F:24])([C:27]1=[N:28][O:29][C:30]([CH3:32])([CH3:33])[CH2:31]1)=[O:34].